This data is from the Open Reaction Database (ORD), a public repository of structured organic reaction records. The task is: describe an organic reaction: reactants, conditions, products, and yield Reactants: CC1=C(N=C(O1)C1=CC=CC=C1)CCC1=CC=C(C=CC(=O)OCC)C=C1 (Ethyl 4-[2-(5-methyl-2-phenyl-4-oxazolyl)ethyl]cinnamate), [H-].C(C(C)C)[Al+]CC(C)C (diisobutylaluminum hydride). Yields the product CC1=C(N=C(O1)C1=CC=CC=C1)CCC1=CC=C(C=C1)/C=C/CO ((E)-3-[4-[2-(5-methyl-2-phenyl-4-oxazolyl)ethyl]phenyl]2-propenol). Reaction SMILES: [CH3:1][C:2]1[O:6][C:5]([C:7]2[CH:12]=[CH:11][CH:10]=[CH:9][CH:8]=2)=[N:4][C:3]=1[CH2:13][CH2:14][C:15]1[CH:27]=[CH:26][C:18]([CH:19]=[CH:20][C:21](OCC)=[O:22])=[CH:17][CH:16]=1.[H-].C([Al+]CC(C)C)C(C)C>>[CH3:1][C:2]1[O:6][C:5]([C:7]2[CH:8]=[CH:9][CH:10]=[CH:11][CH:12]=2)=[N:4][C:3]=1[CH2:13][CH2:14][C:15]1[CH:16]=[CH:17][C:18](/[CH:19]=[CH:20]/[CH2:21][OH:22])=[CH:26][CH:27]=1 |f:1.2|. Procedure: Ethyl 4-[2-(5-methyl-2-phenyl-4-oxazolyl)ethyl]cinnamate was reduced with diisobutylaluminum hydride in the same manner as in Reference Example 22 to yield (E)-3-[4-[2-(5-methyl-2-phenyl-4-oxazolyl)ethyl]phenyl]2-propenol, which was then recrystallized from ethyl acetate-hexane to yield colorless needles having a melting point of 102°-103° C. Reactants: [N+](=O)([O-])C=1C2=CN(N=C2C=CC1)CCN1CCCCC1 (4-Nitro-2-(2-piperidin-1-yl-ethyl)-2H-indazole), solid, [Cl-].[NH4+] (ammonium chloride), C(C1=CC=CC=C1)OC1=CC=C(C=C1)CC(=O)O ((4-benzyloxy-phenyl)-acetic acid), CCN=C=NCCCN(C)C (EDCI), ON1N=NC2=C1C=CC=C2 (N-Hydroxybenzotriazole), C(C)(C)N(CC)C(C)C (diisopropylethylamine). Reagents/catalysts: [Fe] (iron). Solvent: C(C)O.O (ethanol H2O), CN(C=O)C (N,N-dimethylformamide). Conditions: time 6 hour. Yields the product C(C1=CC=CC=C1)OC1=CC=C(C=C1)CC(=O)NC=1C2=CN(N=C2C=CC1)CCN1CCCCC1 (2-[4-(benzyloxy)phenyl]-N-[2-(2-piperidin-1-ylethyl)-2H-indazol-4-yl]acetamide). RXN SMILES: [N+:1]([C:4]1[C:5]2[C:9]([CH:10]=[CH:11][CH:12]=1)=[N:8][N:7]([CH2:13][CH2:14][N:15]1[CH2:20][CH2:19][CH2:18][CH2:17][CH2:16]1)[CH:6]=2)([O-])=O.[Cl-].[NH4+].[CH2:23]([O:30][C:31]1[CH:36]=[CH:35][C:34]([CH2:37][C:38](O)=[O:39])=[CH:33][CH:32]=1)[C:24]1[CH:29]=[CH:28][CH:27]=[CH:26][CH:25]=1.CCN=C=NCCCN(C)C.ON1C2C=CC=CC=2N=N1.C(N(C(C)C)CC)(C)C>CN(C)C=O.[Fe].C(O)C.O>[CH2:23]([O:30][C:31]1[CH:32]=[CH:33][C:34]([CH2:37][C:38]([NH:1][C:4]2[C:5]3[C:9]([CH:10]=[CH:11][CH:12]=2)=[N:8][N:7]([CH2:13][CH2:14][N:15]2[CH2:20][CH2:19][CH2:18][CH2:17][CH2:16]2)[CH:6]=3)=[O:39])=[CH:35][CH:36]=1)[C:24]1[CH:25]=[CH:26][CH:27]=[CH:28][CH:29]=1 |f:1.2,9.10|. Procedure details: 4-Nitro-2-(2-piperidin-1-yl-ethyl)-2H-indazole (0.160 g, 0.583 mmol), iron powder (0.326 g, 5.84 mmol) and ammonium chloride (0.0185 g, 0.346 mmol) was suspended in a 4:1 ethanol/H2O solution and heated to reflux for 3 hours. The mixture was cooled to room temperature, the solvents removed in vacuo and the residue stirred in triethylamine/ethyl acetate (1/4, 5 mL). The mixture was filtered through a plug of silica gel and rinsed with triethylamine/ethyl acetate (1/4) and the filtrate was concent... Reactants: Cl (HCl), BrC=1N(C2=CC(=CC=C2C1C1CCCCC1)C(=O)OC)CC(C(=O)OC)NC(=O)OC(C)(C)C (methyl 2-bromo-1-{2-[(tert-butoxycarbonyl)amino]-3-methoxy-3-oxopropyl}-3-cyclohexyl1H-indole-6-carboxylate), CC1(OB(OC1(C)C)C1=C(N)C=CC=C1)C (2-(4,4,5,5-tetramethyl-1,3,2-dioxaborolan-2-yl)aniline), [O-]P(=O)([O-])[O-].[K+].[K+].[K+] (K3PO4), C1(CCCCC1)P(C1=C(C=CC=C1)C1=C(C=CC=C1OC)OC)C1CCCCC1 (dicyclohexyl(2′,6′-dimethoxybiphenyl-2-yl)phosphine), ester, [Li+].[OH-] (LiOH). Reagents/catalysts: C(C)(=O)[O-].[Pd+2].C(C)(=O)[O-] (palladium acetate). Run in C(CCC)O.O (nBuOH H2O). Conditions: temperature 90 celsius, time 1 hour. Yields the product NC1=C(C=CC=C1)C=1N(C2=CC(=CC=C2C1C1CCCCC1)C(=O)OC)C[C@H](NC(=O)OC(C)(C)C)C(=O)O (3-[2-(2-aminophenyl)-3-cyclohexyl-6-(methoxycarbonyl)-1H-indol-1-yl]-N-(tert-butoxycarbonyl)alanine). Reaction SMILES: Br[C:2]1[N:3]([CH2:21][CH:22]([NH:27][C:28]([O:30][C:31]([CH3:34])([CH3:33])[CH3:32])=[O:29])[C:23]([O:25]C)=[O:24])[C:4]2[C:9]([C:10]=1[CH:11]1[CH2:16][CH2:15][CH2:14][CH2:13][CH2:12]1)=[CH:8][CH:7]=[C:6]([C:17]([O:19][CH3:20])=[O:18])[CH:5]=2.CC1(C)C(C)(C)OB([C:43]2[CH:49]=[CH:48][CH:47]=[CH:46][C:44]=2[NH2:45])O1.[O-]P([O-])([O-])=O.[K+].[K+].[K+].C1(P(C2CCCCC2)C2C=CC=CC=2C2C(OC)=CC=CC=2OC)CCCCC1.Cl.[Li+].[OH-]>C(O)CCC.O.C([O-])(=O)C.[Pd+2].C([O-])(=O)C>[NH2:45][C:44]1[CH:46]=[CH:47][CH:48]=[CH:49][C:43]=1[C:2]1[N:3]([CH2:21][C@@H:22]([C:23]([OH:25])=[O:24])[NH:27][C:28]([O:30][C:31]([CH3:34])([CH3:33])[CH3:32])=[O:29])[C:4]2[C:9]([C:10]=1[CH:11]1[CH2:12][CH2:13][CH2:14][CH2:15][CH2:16]1)=[CH:8][CH:7]=[C:6]([C:17]([O:19][CH3:20])=[O:18])[CH:5]=2 |f:2.3.4.5,8.9,10.11,12.13.14|. Procedure: To a solution of methyl 2-bromo-1-{2-[(tert-butoxycarbonyl)amino]-3-methoxy-3-oxopropyl}-3-cyclohexyl1H-indole-6-carboxylate in nBuOH:H2O (9:1, 0.08 M) were added 1.5 eq of 2-(4,4,5,5-tetramethyl-1,3,2-dioxaborolan-2-yl)aniline, 6 eq of K3PO4, 5 mol % of dicyclohexyl(2′,6′-dimethoxybiphenyl-2-yl)phosphine and 2.5 mol % of palladium acetate. The mixture was heated at 90° C. for 4 h. After cooling to RT, the mixture was acidified with HCl (IN) and extracted (twice) with EtOAc. The combined organic... The reactants are C(CCC)[Li] (n-Butyllithium), C1(=CC=CC=C1)C([PH2]=O)(C1=CC=CC=C1)N([C@H](C)C1=CC=CC=C1)C ((R)(Diphenyl-phosphinoylmethyl)-methyl-(1-phenyl-ethyl)-amine), ClC1=CC=C(C=C1)C(=O)C=1C=NC(=CC1)C=1C(=NN(C1)C(C1=CC=CC=C1)(C1=CC=CC=C1)C1=CC=CC=C1)C ((4-Chloro-phenyl)-[6-(3-methyl-1-trityl-1H-pyrazol-4-yl)-pyridin-3-yl]-methanone). The solvent is O1CCCC1 (tetrahydrofuran), O1CCCC1 (tetrahydrofuran). Conditions: temperature -15 celsius, time 30 minute. The product is ClC1=CC=C(C=C1)C(=CN(C(C)C1=CC=CC=C1)C)C=1C=NC(=CC1)C=1C(=NN(C1)C(C1=CC=CC=C1)(C1=CC=CC=C1)C1=CC=CC=C1)C ({2-(4-Chloro-phenyl)-2-[6-(3-methyl-1-trityl-1H-pyrazol-4-yl)-pyridin-3-yl]-vinyl}-methyl-(1-phenyl-ethyl)-amine). RXN SMILES: C([Li])CCC.[C:6]1([C:12]([N:21]([CH3:30])[C@@H:22](C2C=CC=CC=2)C)([C:15]2C=CC=CC=2)[PH2]=O)[CH:11]=[CH:10][CH:9]=[CH:8][CH:7]=1.[Cl:31][C:32]1[CH:37]=[CH:36][C:35]([C:38]([C:40]2[CH:41]=[N:42][C:43]([C:46]3[C:47]([CH3:70])=[N:48][N:49]([C:51]([C:64]4[CH:69]=[CH:68][CH:67]=[CH:66][CH:65]=4)([C:58]4[CH:63]=[CH:62][CH:61]=[CH:60][CH:59]=4)[C:52]4[CH:57]=[CH:56][CH:55]=[CH:54][CH:53]=4)[CH:50]=3)=[CH:44][CH:45]=2)=O)=[CH:34][CH:33]=1>O1CCCC1>[Cl:31][C:32]1[CH:37]=[CH:36][C:35]([C:38]([C:40]2[CH:41]=[N:42][C:43]([C:46]3[C:47]([CH3:70])=[N:48][N:49]([C:51]([C:64]4[CH:69]=[CH:68][CH:67]=[CH:66][CH:65]=4)([C:58]4[CH:63]=[CH:62][CH:61]=[CH:60][CH:59]=4)[C:52]4[CH:57]=[CH:56][CH:55]=[CH:54][CH:53]=4)[CH:50]=3)=[CH:44][CH:45]=2)=[CH:30][N:21]([CH3:22])[CH:12]([C:6]2[CH:11]=[CH:10][CH:9]=[CH:8][CH:7]=2)[CH3:15])=[CH:34][CH:33]=1. Reported procedure: n-Butyllithium (0.47 ml, 0.76 mmol, 1.6M in Hexanes) was added dropwise to a solution of (R)(Diphenyl-phosphinoylmethyl)-methyl-(1-phenyl-ethyl)-amine* (0.18 g, 0.51 mmol) in dry tetrahydrofuran (9 ml) at −15° C. After 15 minutes a solution of (4-Chloro-phenyl)-[6-(3-methyl-1-trityl-1H-pyrazol-4-yl)-pyridin-3-yl]-methanone (0.14 g, 0.25 mmol) in tetrahydrofuran (0.9 ml) was added and the reaction mixture was stirred for a further 30 minutes at −15° C. before warming to room temperature over 1 ho... Starting materials: NC1=NNC=C1 (3-aminopyrazole), C(C)(=O)C1C(=O)OCC1 (α-acetyl-γ-butyrolactone), C(C)O (ethanol). Solvent: CN(C=O)C (N,N-dimethylformamide). The product is OCCC1=C(NC=2N(C1=O)N=CC2)C (6-(2-Hydroxyethyl)-5-methylpyrazolo[1,5-a]pyrimidin-7(4H)one). Yield: 90.5%. RXN SMILES: [NH2:1][C:2]1[CH:6]=[CH:5][NH:4][N:3]=1.[C:7]([CH:10]1[CH2:15][CH2:14][O:13][C:11]1=[O:12])(=O)[CH3:8].C(O)C>CN(C)C=O>[OH:13][CH2:14][CH2:15][C:10]1[C:11](=[O:12])[N:3]2[N:4]=[CH:5][CH:6]=[C:2]2[NH:1][C:7]=1[CH3:8]. Procedure details: A solution of 49.86 g (0.6 mole) of 3-aminopyrazole and 84.56 g (0.66 mole) of α-acetyl-γ-butyrolactone dissolved in 60 ml of N,N-dimethylformamide was heated under reflux for 2 hours. At the end of this time, the reaction mixture was cooled to room temperature, after which 100 ml of ethanol was added to it and the precipitated crystals were collected by filtration. They were then washed with ethanol to afford 104.9 g (yield 90%) of the title compound as prisms, melting at 225°-226° C. Starting materials: CC(=O)Nc1cccc2cc(OCc3ccccc3)ccc12, CCO, [K+], [OH-]. Yields the product Nc1cccc2cc(OCc3ccccc3)ccc12. Reaction SMILES: [CH2:1]([c:2]1[cH:3][cH:4][cH:5][cH:6][cH:7]1)[O:8][c:9]1[cH:10][c:11]2[cH:12][cH:13][cH:14][c:15]([NH:19][C:20](=[O:21])[CH3:22])[c:16]2[cH:17][cH:18]1.[CH3:25][CH2:26][OH:27].[K+:24].[OH-:23]>>[CH2:1]([c:2]1[cH:3][cH:4][cH:5][cH:6][cH:7]1)[O:8][c:9]1[cH:10][c:11]2[cH:12][cH:13][cH:14][c:15]([NH2:19])[c:16]2[cH:17][cH:18]1. Starting materials: Cl (hydrochloric acid), aqueous solution, [OH-].[Na+] (sodium hydroxide), C(#N)C1=C(C=CC=C1)CCCCC1=C(OCC(CN(C)C)O)C=CC=C1 (1-{2-[4-(2-cyanophenyl)butyl]phenoxy}-3-dimethylamino-2-propanol). The solvent is C(C)O (ethanol), C(Cl)Cl (methylene chloride). Yields the product CN(CC(COC1=C(C=CC=C1)CCCCC1=C(C(=O)N)C=CC=C1)O)C (2-{4-[2-(3-Dimethylamino-2-hydroxypropoxy)phenyl]butyl}benzamide). Yield: 52.7%. Reaction SMILES: [OH-:1].[Na+].[C:3]([C:5]1[CH:10]=[CH:9][CH:8]=[CH:7][C:6]=1[CH2:11][CH2:12][CH2:13][CH2:14][C:15]1[CH:28]=[CH:27][CH:26]=[CH:25][C:16]=1[O:17][CH2:18][CH:19]([OH:24])[CH2:20][N:21]([CH3:23])[CH3:22])#[N:4].Cl>C(O)C.C(Cl)Cl>[CH3:23][N:21]([CH3:22])[CH2:20][CH:19]([OH:24])[CH2:18][O:17][C:16]1[CH:25]=[CH:26][CH:27]=[CH:28][C:15]=1[CH2:14][CH2:13][CH2:12][CH2:11][C:6]1[CH:7]=[CH:8][CH:9]=[CH:10][C:5]=1[C:3]([NH2:4])=[O:1] |f:0.1|. Reported procedure: 2 ml of an aqueous solution containing 1 g of sodium hydroxide were added to a solution of 430 mg of 1-{2-[4-(2-cyanophenyl)butyl]phenoxy}-3-dimethylamino-2-propanol [prepared as described in Example 9(b)] in 5 ml of ethanol, and the resulting mixture was heated under reflux for 15 hours. At the end of this time, the reaction mixture was neutralized by the addition of aqueous hydrochloric acid, after which it was concentrated by evaporation under reduced pressure. The resulting residue was mixed...